The task is: describe an organic reaction: reactants, conditions, products, and yield. This data is from the Open Reaction Database (ORD), a public repository of structured organic reaction records. The reactants are O=C1c2ccccc2C(=O)N1CCCCBr, CO, [H-], [Na+], CN(C)C=O, c1ccc(-c2nc[nH]c2-c2ccccc2)cc1. Yields the product O=C1c2ccccc2C(=O)N1CCCCn1cnc(-c2ccccc2)c1-c1ccccc1. RXN SMILES: [Br:20][CH2:21][CH2:22][CH2:23][CH2:24][N:25]1[C:26](=[O:35])[c:27]2[c:28]([cH:31][cH:32][cH:33][cH:34]2)[C:29]1=[O:30].[CH3:36][OH:37].[H-:1].[Na+:2].[O:38]=[CH:39][N:40]([CH3:41])[CH3:42].[c:3]1(-[c:9]2[n:10][cH:11][nH:12][c:13]2-[c:14]2[cH:15][cH:16][cH:17][cH:18][cH:19]2)[cH:4][cH:5][cH:6][cH:7][cH:8]1>>[c:3]1(-[c:9]2[n:10][cH:11][n:12]([CH2:21][CH2:22][CH2:23][CH2:24][N:25]3[C:26](=[O:35])[c:27]4[c:28]([cH:31][cH:32][cH:33][cH:34]4)[C:29]3=[O:30])[c:13]2-[c:14]2[cH:15][cH:16][cH:17][cH:18][cH:19]2)[cH:4][cH:5][cH:6][cH:7][cH:8]1. Reactants: C12(CCC(CC1)C2(C)C)CN (10-Bornanamine), N1=CC=CC=C1 (pyridine), BrCC(=O)Br (bromoacetyl bromide). Run in CCOCC (ether), CCOCC (ether). The product is BrCC(=O)NCC12CCC(CC1)C2(C)C (10-Bromoacetamido bornane). RXN SMILES: [C:1]12([CH2:10][NH2:11])[C:7]([CH3:9])([CH3:8])[CH:4]([CH2:5][CH2:6]1)[CH2:3][CH2:2]2.N1C=CC=CC=1.[Br:18][CH2:19][C:20](Br)=[O:21]>CCOCC>[Br:18][CH2:19][C:20]([NH:11][CH2:10][C:1]12[C:7]([CH3:8])([CH3:9])[CH:4]([CH2:5][CH2:6]1)[CH2:3][CH2:2]2)=[O:21]. Procedure: 10-Bornanamine (0.5 g) in dry ether (30 ml) containing pyridine (C.45 ml) was treated at -80° with a solution of bromoacetyl bromide (0.3 ml) in ether (5 ml) over one minute with stirring. The mixture was allowed to warm to room temperature and after a further 30 min. it was partitioned between ether and water. The organic layer was washed with 2N-hydrochloric acid solution and then water. It was dried (MgSO4) and evaporated. The residue (0.73 g.) was purified by preparative layer chromatography... Reactants: Cl.CN(CCCN=C=NCC)C (N-(3-Dimethylaminopropyl)-N′-ethylcarbodiimide hydrochloride), O.ON1N=NC2=C1C=CC=C2 (1-hydroxybenzotriazole hydrate), O1CCN(CC1)CC1=NN(C=C1)C1=C(C(=O)O)C=CC=N1 (2-(3-(morpholinomethyl)-1H-pyrazol-1-yl)nicotinic acid), NC(C(C(=O)N)O)CC1=CC=CC=C1 (3-amino-2-hydroxy-4-phenylbutanamide). Solvent: C(Cl)Cl (CH2Cl2), C(C)N(CC)CC (triethylamine), CCN(CC)CC (Et3N), ClCCl (Dichloromethane). Run at temperature 5 celsius, time 5 minute. Yields the product NC(C(C(CC1=CC=CC=C1)NC(C1=C(N=CC=C1)N1N=C(C=C1)CN1CCOCC1)=O)O)=O (N-(4-Amino-3-hydroxy-4-oxo-1-phenylbutan-2-yl)-2-(3-(morpholinomethyl)-1H-pyrazol-1-yl)nicotinamide). The yield is 76.3%. Reaction SMILES: Cl.CN(C)CCCN=C=NCC.O.ON1C2C=CC=CC=2N=N1.[O:24]1[CH2:29][CH2:28][N:27]([CH2:30][C:31]2[CH:35]=[CH:34][N:33]([C:36]3[N:44]=[CH:43][CH:42]=[CH:41][C:37]=3[C:38]([OH:40])=O)[N:32]=2)[CH2:26][CH2:25]1.[NH2:45][CH:46]([CH2:52][C:53]1[CH:58]=[CH:57][CH:56]=[CH:55][CH:54]=1)[CH:47]([OH:51])[C:48]([NH2:50])=[O:49]>C(Cl)Cl.CCN(CC)CC>[NH2:50][C:48](=[O:49])[CH:47]([OH:51])[CH:46]([NH:45][C:38](=[O:40])[C:37]1[CH:41]=[CH:42][CH:43]=[N:44][C:36]=1[N:33]1[CH:34]=[CH:35][C:31]([CH2:30][N:27]2[CH2:26][CH2:25][O:24][CH2:29][CH2:28]2)=[N:32]1)[CH2:52][C:53]1[CH:54]=[CH:55][CH:56]=[CH:57][CH:58]=1 |f:0.1,2.3|. Procedure: N-(3-Dimethylaminopropyl)-N′-ethylcarbodiimide hydrochloride (EDC) (280 mg, 1.461 mmol mmol), 1-hydroxybenzotriazole hydrate (220 mg, 1.437 mmol) and triethylamine (Et3N) (2204) were successively added to a suspension of 2-(3-(morpholinomethyl)-1H-pyrazol-1-yl)nicotinic acid (350 mg, 1.214 mmol) and 3-amino-2-hydroxy-4-phenylbutanamide (260 mg, 1.339 mmol) in CH2Cl2 (40 mL) at 5° C., and the mixture was stirred at 5° C. for about 5 minutes. A pH of 8 was adjusted by adding 50 μL of Et3N, the mix... Starting materials: CN(C)CC1=CC=2CN(CCC2O1)S(=O)(=O)CCCCCC1=CC=CC=C1 (N,N-Dimethyl-[5-(5-phenylpentylsulfonyl)-4,5,6,7-tetrahydrofuro[3,2-c]pyridin-2-ylmethyl]amine), Cl (hydrogen chloride). Run in CO (methanol), CO (methanol). Product: Cl.CN(C)CC1=CC=2CN(CCC2O1)S(=O)(=O)CCCCCC1=CC=CC=C1 (N,N-dimethyl-[5-(5-phenylpentylsulfonyl)-4,5,6,7-tetrahydrofuro[3,2-c]pyridin-2-ylmethyl]amine hydrochloride). As a reaction SMILES: [CH3:1][N:2]([CH2:4][C:5]1[O:13][C:12]2[CH2:11][CH2:10][N:9]([S:14]([CH2:17][CH2:18][CH2:19][CH2:20][CH2:21][C:22]3[CH:27]=[CH:26][CH:25]=[CH:24][CH:23]=3)(=[O:16])=[O:15])[CH2:8][C:7]=2[CH:6]=1)[CH3:3].[ClH:28]>CO>[ClH:28].[CH3:1][N:2]([CH2:4][C:5]1[O:13][C:12]2[CH2:11][CH2:10][N:9]([S:14]([CH2:17][CH2:18][CH2:19][CH2:20][CH2:21][C:22]3[CH:23]=[CH:24][CH:25]=[CH:26][CH:27]=3)(=[O:16])=[O:15])[CH2:8][C:7]=2[CH:6]=1)[CH3:3] |f:3.4|. Procedure details: N,N-Dimethyl-[5-(5-phenylpentylsulfonyl)-4,5,6,7-tetrahydrofuro[3,2-c]pyridin-2-ylmethyl]amine 0.244 g was dissolved in 2 ml of methanol; hydrogen chloride in methanol was added in excess, followed by stirring. After this mixture was concentrated, diethyl ether was added; the resulting solid was filtered and washed with diethyl ether to yield the desired product. Reactants: O=Cc1sccc1Oc1ccccc1, N#CCS(=O)(=O)c1cccs1. Product: N#CC(=Cc1sccc1Oc1ccccc1)S(=O)(=O)c1cccs1. As a reaction SMILES: [O:1]([c:2]1[cH:3][cH:4][cH:5][cH:6][cH:7]1)[c:8]1[c:9]([CH:13]=[O:14])[s:10][cH:11][cH:12]1.[s:15]1[c:16]([S:20](=[O:21])(=[O:22])[CH2:23][C:24]#[N:25])[cH:17][cH:18][cH:19]1>>[O:1]([c:2]1[cH:3][cH:4][cH:5][cH:6][cH:7]1)[c:8]1[c:9]([CH:13]=[C:23]([S:20]([c:16]2[s:15][cH:19][cH:18][cH:17]2)(=[O:21])=[O:22])[C:24]#[N:25])[s:10][cH:11][cH:12]1. The reactants are Cn1nc(Cl)c(Cl)c1Cl, CS(C)=O, [K+], C1COCCOCCOCCOCCOCCO1, [OH-], O, OCCS. Yields the product Cn1nc(Cl)c(Cl)c1SCCO. As a reaction SMILES: [CH3:25][n:26]1[n:27][c:28]([Cl:33])[c:29]([Cl:32])[c:30]1[Cl:31].[CH3:34][S:35]([CH3:36])=[O:37].[K+:6].[O:7]1[CH2:8][CH2:9][O:10][CH2:11][CH2:12][O:13][CH2:14][CH2:15][O:16][CH2:17][CH2:18][O:19][CH2:20][CH2:21][O:22][CH2:23][CH2:24]1.[OH-:5].[OH2:38].[SH:1][CH2:2][CH2:3][OH:4]>>[S:1]([CH2:2][CH2:3][OH:4])[c:30]1[n:26]([CH3:25])[n:27][c:28]([Cl:33])[c:29]1[Cl:32]. Product: ClCCN1S(CCCC1)(=O)=O (2-(2-chloroethyl)tetrahydro-2H-1,2-thiazine 1,1-dioxide). Run at time 1 hour. As a reaction SMILES: [H-].[Na+].[S:3]1(=[O:10])(=[O:9])[CH2:8][CH2:7][CH2:6][CH2:5][NH:4]1.Br[CH2:12][CH2:13][Cl:14]>CN(C)C=O>[Cl:14][CH2:13][CH2:12][N:4]1[CH2:5][CH2:6][CH2:7][CH2:8][S:3]1(=[O:10])=[O:9] |f:0.1|. Solvent: CN(C=O)C (N,N-dimethylformamide), CN(C=O)C (N,N-dimethylformamide). Procedure: To a cold (0° C.) suspension of sodium hydride (823 mg, 60% in oil, 0.0206 mol) in N,N-dimethylformamide (20 mL) was added a solution of tetrahydro-2H-1,2-thiazine 1,1-dioxide (2.53 g, 0.0187 mol) in N,N-dimethylformamide (30 mL). The resulting mixture was stirred at room temperature 1 hour. 1-Bromo-2-chloroethane was added and the reaction mixture was stirred overnight at room temperature. The reaction mixture was concentrated in vacuo, then chromatographed on silica gel (30 to 70%, ethyl aceta... The reactants are S1(NCCCC1)(=O)=O (tetrahydro-2H-1,2-thiazine 1,1-dioxide), [H-].[Na+] (sodium hydride), BrCCCl (1-Bromo-2-chloroethane). Starting materials: CCOC(=O)c1ccc(NC(=O)C(O)(c2c3c(nn2-c2ccc(Cl)cc2)CCCC3)C2CCCCC2)c(F)c1, C1CCOC1, CO, [Li+], [Na+], [OH-], [OH-]. Yields the product O=C(O)c1ccc(NC(=O)C(O)(c2c3c(nn2-c2ccc(Cl)cc2)CCCC3)C2CCCCC2)c(F)c1. As a reaction SMILES: [CH2:1]([CH3:2])[O:3][C:4]([c:5]1[cH:6][c:7]([F:38])[c:8]([NH:11][C:12]([C:13]([OH:14])([CH:15]2[CH2:16][CH2:17][CH2:18][CH2:19][CH2:20]2)[c:21]2[n:22](-[c:30]3[cH:31][cH:32][c:33]([Cl:36])[cH:34][cH:35]3)[n:23][c:24]3[c:29]2[CH2:28][CH2:27][CH2:26][CH2:25]3)=[O:37])[cH:9][cH:10]1)=[O:39].[CH2:44]1[O:45][CH2:46][CH2:47][CH2:48]1.[CH3:49][OH:50].[Li+:40].[Na+:43].[OH-:41].[OH-:42]>>[O:3]=[C:4]([c:5]1[cH:6][c:7]([F:38])[c:8]([NH:11][C:12]([C:13]([OH:14])([CH:15]2[CH2:16][CH2:17][CH2:18][CH2:19][CH2:20]2)[c:21]2[n:22](-[c:30]3[cH:31][cH:32][c:33]([Cl:36])[cH:34][cH:35]3)[n:23][c:24]3[c:29]2[CH2:28][CH2:27][CH2:26][CH2:25]3)=[O:37])[cH:9][cH:10]1)[OH:39].